Dataset: the Open Reaction Database (ORD), a public repository of structured organic reaction records. Task: describe an organic reaction: reactants, conditions, products, and yield The product is FC1=C(C=O)C=C(C(=C1)OCC1=NC2=C(N1C)C=CC=C2)OC (2-fluoro-5-methoxy-4-(1-methyl-1H-benzimidazol-2-ylmethoxy)-benzaldehyde). Reaction conditions: time 15 minute. Reaction SMILES: [NH:1]1[C:5]2[CH:6]=[CH:7][CH:8]=[CH:9][C:4]=2[N:3]=[C:2]1[CH2:10][O:11][C:12]1[C:19]([O:20][CH3:21])=[CH:18][C:15]([CH:16]=[O:17])=[C:14]([F:22])[CH:13]=1.[CH3:23]N(C)C=O.[H-].[Na+].CI>>[F:22][C:14]1[CH:13]=[C:12]([O:11][CH2:10][C:2]2[N:3]([CH3:23])[C:4]3[CH:9]=[CH:8][CH:7]=[CH:6][C:5]=3[N:1]=2)[C:19]([O:20][CH3:21])=[CH:18][C:15]=1[CH:16]=[O:17] |f:2.3|. Yield: 54.9%. Reactants: CI (Methyl iodide), N1C(=NC2=C1C=CC=C2)COC2=CC(=C(C=O)C=C2OC)F (4-(1H-benzimidazol-2-ylmethoxy)-2-fluoro-5-methoxy-benzaldehyde), CN(C=O)C (N,N-dimethylformamide), [H-].[Na+] (sodium hydride). Procedure: 4-(1H-Benzimidazol-2-ylmethoxy)-2-fluoro-5-methoxy-benzaldehyde (142) (0.600 g, 2.0 mmol) was dissolved in N,N-dimethylformamide (15 mL, 190 mmol). After the addition of sodium hydride (60% dispersion in oil, 0.072 g, 3.0 mmol) the reaction was stirred for 15 minutes at room temperature. Methyl iodide (140 μL, 2.2 mmol) was added dropwise to the mixture. The reaction was stirred overnight at room temperature under an atmosphere of nitrogen. The solvent was evaporated to dryness under reduced pre... Reactants: [Al+3], C1CCOC1, CC(=O)c1ccc(OCc2ccccc2)c(C(CCN(C(C)C)C(C)C)c2ccccc2)c1, [H-], [H-], [H-], [H-], [Li+]. The product is CC(O)c1ccc(OCc2ccccc2)c(C(CCN(C(C)C)C(C)C)c2ccccc2)c1. Reaction SMILES: [Al+3:35].[CH2:40]1[O:41][CH2:42][CH2:43][CH2:44]1.[CH:1]([CH3:2])([CH3:3])[N:4]([CH2:5][CH2:6][CH:7]([c:8]1[cH:9][cH:10][cH:11][cH:12][cH:13]1)[c:14]1[c:15]([O:23][CH2:24][c:25]2[cH:26][cH:27][cH:28][cH:29][cH:30]2)[cH:16][cH:17][c:18]([C:20]([CH3:21])=[O:22])[cH:19]1)[CH:31]([CH3:32])[CH3:33].[H-:34].[H-:37].[H-:38].[H-:39].[Li+:36]>>[CH:1]([CH3:2])([CH3:3])[N:4]([CH2:5][CH2:6][CH:7]([c:8]1[cH:9][cH:10][cH:11][cH:12][cH:13]1)[c:14]1[c:15]([O:23][CH2:24][c:25]2[cH:26][cH:27][cH:28][cH:29][cH:30]2)[cH:16][cH:17][c:18]([CH:20]([CH3:21])[OH:22])[cH:19]1)[CH:31]([CH3:32])[CH3:33]. Reactants: BrC=1C=C(C(=NC1)Cl)F (5-bromo-2-chloro-3-fluoropyridine), C(N)(OC(C)(C)C)=O (tert-butyl carbamate), C([O-])([O-])=O.[Cs+].[Cs+] (cesium carbonate). Reagents/catalysts: [Pd].[Pd].C(C1=CC=CC=C1)=CC(=O)C=CC1=CC=CC=C1.C(C1=CC=CC=C1)=CC(=O)C=CC1=CC=CC=C1.C(C1=CC=CC=C1)=CC(=O)C=CC1=CC=CC=C1 (tris(dibenzylideneacetone) dipalladium(0)), CC1(C2=C(C(=CC=C2)P(C3=CC=CC=C3)C4=CC=CC=C4)OC5=C(C=CC=C51)P(C6=CC=CC=C6)C7=CC=CC=C7)C (XantPhos). The solvent is O1CCOCC1 (dioxane). Conditions: temperature 85 celsius. Product: C(C)(C)(C)OC(NC=1C=NC(=C(C1)F)Cl)=O ((6-Chloro-5-fluoropyridin-3-yl)-carbamic acid tert-butyl ester). Yield: 85.6%. RXN SMILES: Br[C:2]1[CH:3]=[C:4]([F:9])[C:5]([Cl:8])=[N:6][CH:7]=1.[C:10](=[O:17])([O:12][C:13]([CH3:16])([CH3:15])[CH3:14])[NH2:11].C(=O)([O-])[O-].[Cs+].[Cs+]>O1CCOCC1.[Pd].[Pd].C(=CC(C=CC1C=CC=CC=1)=O)C1C=CC=CC=1.C(=CC(C=CC1C=CC=CC=1)=O)C1C=CC=CC=1.C(=CC(C=CC1C=CC=CC=1)=O)C1C=CC=CC=1.CC1(C)C2C(=C(P(C3C=CC=CC=3)C3C=CC=CC=3)C=CC=2)OC2C(P(C3C=CC=CC=3)C3C=CC=CC=3)=CC=CC1=2>[C:13]([O:12][C:10](=[O:17])[NH:11][C:2]1[CH:7]=[N:6][C:5]([Cl:8])=[C:4]([F:9])[CH:3]=1)([CH3:16])([CH3:15])[CH3:14] |f:2.3.4,6.7.8.9.10|. Procedure: A degassed mixture of 5-bromo-2-chloro-3-fluoropyridine (22.5 g, 107 mmol), tert-butyl carbamate (13.8 g, 117.5 mmol), tris(dibenzylideneacetone) dipalladium(0) (2.95 g, 3.2 mmol), XantPhos (2.48 g, 4.28 mmol) and cesium carbonate (69.7 g, 214 mmol) in dioxane (340 mL) was heated at 85° C. for 24 hours. The reaction mixture was cooled to ambient temperature and the resultant solid was removed by filtration. The resultant solid was washed with ethyl acetate followed by dichloromethane and the fil... Starting materials: [BH4-], CC(C)(C)OC(=O)NCCCCN(CCCCN)C(=O)OC(C)(C)C, CCCCCCCCC=CCCCCCCCCOc1ccc(C=O)cc1OCCCCCCCCC=CCCCCCCCC, CO, ClCCl, [Na+]. The product is CCCCCCCCC=CCCCCCCCCOc1ccc(CNCCCCN(CCCCNC(=O)OC(C)(C)C)C(=O)OC(C)(C)C)cc1OCCCCCCCCC=CCCCCCCCC. As a reaction SMILES: [BH4-:72].[C:1]([CH3:2])([CH3:3])([CH3:4])[O:5][C:6]([N:7]([CH2:8][CH2:9][CH2:10][CH2:11][NH:12][C:13](=[O:14])[O:15][C:16]([CH3:17])([CH3:18])[CH3:19])[CH2:20][CH2:21][CH2:22][CH2:23][NH2:24])=[O:25].[CH2:26]([CH2:27][CH2:28][CH2:29][CH2:30][CH2:31][CH2:32][CH2:33][CH:34]=[CH:35][CH2:36][CH2:37][CH2:38][CH2:39][CH2:40][CH2:41][CH2:42][CH3:43])[O:44][c:45]1[cH:46][c:47]([CH:48]=[O:49])[cH:50][cH:51][c:52]1[O:53][CH2:54][CH2:55][CH2:56][CH2:57][CH2:58][CH2:59][CH2:60][CH2:61][CH:62]=[CH:63][CH2:64][CH2:65][CH2:66][CH2:67][CH2:68][CH2:69][CH2:70][CH3:71].[CH3:77][OH:78].[Cl:74][CH2:75][Cl:76].[Na+:73]>>[C:1]([CH3:2])([CH3:3])([CH3:4])[O:5][C:6]([N:7]([CH2:8][CH2:9][CH2:10][CH2:11][NH:12][C:13](=[O:14])[O:15][C:16]([CH3:17])([CH3:18])[CH3:19])[CH2:20][CH2:21][CH2:22][CH2:23][NH:24][CH2:48][c:47]1[cH:46][c:45]([O:44][CH2:26][CH2:27][CH2:28][CH2:29][CH2:30][CH2:31][CH2:32][CH2:33][CH:34]=[CH:35][CH2:36][CH2:37][CH2:38][CH2:39][CH2:40][CH2:41][CH2:42][CH3:43])[c:52]([O:53][CH2:54][CH2:55][CH2:56][CH2:57][CH2:58][CH2:59][CH2:60][CH2:61][CH:62]=[CH:63][CH2:64][CH2:65][CH2:66][CH2:67][CH2:68][CH2:69][CH2:70][CH3:71])[cH:51][cH:50]1)=[O:25]. Starting materials: C[O-].[Na+] (sodium methoxide), C(#N)C1=NC=CC=C1F (2-Cyano-3-fluoropyridine), [Na] (sodium), [Cl-].[NH4+] (ammonium chloride), C(C)(=O)O (acetic acid). The solvent is CO (methanol), CO (methanol). Reaction conditions: temperature 20 celsius, time 72 hour. The product is Cl.C(N)(=N)C1=NC=CC=C1F (2-Amidino-3-fluoropyridine hydrochloride). Reaction SMILES: C[O-].[Na+].[Na].[C:5]([C:7]1[C:12]([F:13])=[CH:11][CH:10]=[CH:9][N:8]=1)#[N:6].[Cl-:14].[NH4+:15].C(O)(=O)C>CO>[ClH:14].[C:5]([C:7]1[C:12]([F:13])=[CH:11][CH:10]=[CH:9][N:8]=1)(=[NH:15])[NH2:6] |f:0.1,4.5,8.9,^1:3|. Procedure: A sodium methoxide solution made from 0.40 g (17.391 mmol) of sodium and 65 ml of methanol is added to a solution of 10.30 g (84.355 mmol) of the compound from Example II in 30 ml of methanol, and the mixture is stirred at 20° C. for 72 hours. 5.44 g (101.682 mmol) of ammonium chloride (powdered) and 17.39 mmol (1.04 ml) of acetic acid are added, and the mixture is stirred at 40° C. for 28 hours and cooled. Insoluble salt is filtered off with suction (1.78 g), and the filtrate is concentrated, c... Starting materials: BrC1=CC=C(CNC2=C(C=C(C(=O)OC)C=C2)[N+](=O)[O-])C=C1 (methyl 4-(4-bromobenzylamino)-3-nitrobenzoate), [NH4+].[Cl-] (NH4Cl). The reagents and catalysts are [Zn] (zinc). The solvent is CO (methanol), C1CCOC1 (THF). Conditions: time 1 hour. Yields the product NC=1C=C(C(=O)OC)C=CC1NCC1=CC=C(C=C1)Br (methyl 3-amino-4-((4-bromobenzyl)amino)benzoate). RXN SMILES: [Br:1][C:2]1[CH:22]=[CH:21][C:5]([CH2:6][NH:7][C:8]2[CH:17]=[CH:16][C:11]([C:12]([O:14][CH3:15])=[O:13])=[CH:10][C:9]=2[N+:18]([O-])=O)=[CH:4][CH:3]=1.[NH4+].[Cl-]>CO.C1COCC1.[Zn]>[NH2:18][C:9]1[CH:10]=[C:11]([CH:16]=[CH:17][C:8]=1[NH:7][CH2:6][C:5]1[CH:21]=[CH:22][C:2]([Br:1])=[CH:3][CH:4]=1)[C:12]([O:14][CH3:15])=[O:13] |f:1.2|. Procedure details: To a solution of methyl 4-(4-bromobenzylamino)-3-nitrobenzoate (1 g, 2.73 mmol) in methanol (10 mL) and THF (15 mL) was added sat. NH4Cl aqueous solution (15 mL), then zinc powder (2.11 g, 27.3 mmol) was added in one portion. The mixture was stirred at RT for 1 hr. Then the solid was filtered and the filtrate was concentrated. The residue was washed with water (20 mL) and EtOAc (30 mL×3), the combined organic layers were concentrated to the titled compound which was used to the next step without... Starting materials: NC(=O)CCC(=O)NBr, O=C(OOC(=O)c1ccccc1)c1ccccc1, ClC(Cl)(Cl)Cl, CC(=C(c1ccc(F)cc1)c1ccc(F)cc1)c1nnnn1C, CC(C)(C#N)N=NC(C)(C)C#N. Yields the product Cn1nnnc1C(CBr)=C(c1ccc(F)cc1)c1ccc(F)cc1. As a reaction SMILES: [Br:24][NH:25][C:26](=[O:27])[CH2:28][CH2:29][C:30]([NH2:31])=[O:32].[C:45]([O:46][O:47][C:48](=[O:49])[c:50]1[cH:51][cH:52][cH:53][cH:54][cH:55]1)(=[O:56])[c:57]1[cH:58][cH:59][cH:60][cH:61][cH:62]1.[C:63]([Cl:64])([Cl:65])([Cl:66])[Cl:67].[F:1][c:2]1[cH:3][cH:4][c:5]([C:8](=[C:9]([CH3:10])[c:11]2[n:12][n:13][n:14][n:15]2[CH3:16])[c:17]2[cH:18][cH:19][c:20]([F:23])[cH:21][cH:22]2)[cH:6][cH:7]1.[N:33]([C:34]([CH3:35])([CH3:36])[C:37]#[N:38])=[N:39][C:40]([CH3:41])([CH3:42])[C:43]#[N:44]>>[F:1][c:2]1[cH:3][cH:4][c:5]([C:8](=[C:9]([CH2:10][Br:24])[c:11]2[n:12][n:13][n:14][n:15]2[CH3:16])[c:17]2[cH:18][cH:19][c:20]([F:23])[cH:21][cH:22]2)[cH:6][cH:7]1. Reactants: NC1=NNC=C1C(=O)OCC (ethyl 3-amino-1H-pyrazole-4-carboxylate), ClC1=NC=C(C(=N1)Cl)Cl (2,4,5-trichloropyrimidine), C([O-])([O-])=O.[Na+].[Na+] (sodium carbonate). Run in CCO (EtOH). Product: ClC1=NC=C(C(=N1)NC1=NNC=C1C(=O)OCC)Cl (ethyl 3-(2,5-dichloropyrimidin-4-ylamino)-1H-pyrazole-4-carboxylate). As a reaction SMILES: [NH2:1][C:2]1[C:6]([C:7]([O:9][CH2:10][CH3:11])=[O:8])=[CH:5][NH:4][N:3]=1.[Cl:12][C:13]1[N:18]=[C:17](Cl)[C:16]([Cl:20])=[CH:15][N:14]=1.C(=O)([O-])[O-].[Na+].[Na+]>CCO>[Cl:12][C:13]1[N:18]=[C:17]([NH:1][C:2]2[C:6]([C:7]([O:9][CH2:10][CH3:11])=[O:8])=[CH:5][NH:4][N:3]=2)[C:16]([Cl:20])=[CH:15][N:14]=1 |f:2.3.4|. Reported procedure: The mixture ethyl 3-amino-1H-pyrazole-4-carboxylate (80 mg, 0.50 mmol), 2,4,5-trichloropyrimidine (57 μL, 0.5 mmol), and sodium carbonate (53 mg, 0.5 mmol) in 3 mL of EtOH is heated at 40° C. over night. The precipitate is filtered, washed by cold EtOH, and dried in vacuo to afford ethyl 3-(2,5-dichloropyrimidin-4-ylamino)-1H-pyrazole-4-carboxylate; ESMS m/z 302.0 (M+H+). Starting materials: C1=C(C=CC2=CC=CC=C12)O (β-Naphthol), N(CC(=O)O)C(=O)OCC1=CC=CC=C1 (Z-Gly). The product is C1=C(C=CC2=CC=CC=C12)OC(CNC(=O)OCC1=CC=CC=C1)=O (N-benzyloxycarbonyl glycine β-naphthyl ester). Yield: 72.0%. As a reaction SMILES: [CH:1]1[C:10]2[C:5](=[CH:6][CH:7]=[CH:8][CH:9]=2)[CH:4]=[CH:3][C:2]=1[OH:11].[NH:12]([C:17]([O:19][CH2:20][C:21]1[CH:26]=[CH:25][CH:24]=[CH:23][CH:22]=1)=[O:18])[CH2:13][C:14](O)=[O:15]>>[CH:1]1[C:10]2[C:5](=[CH:6][CH:7]=[CH:8][CH:9]=2)[CH:4]=[CH:3][C:2]=1[O:11][C:14](=[O:15])[CH2:13][NH:12][C:17]([O:19][CH2:20][C:21]1[CH:22]=[CH:23][CH:24]=[CH:25][CH:26]=1)=[O:18]. Procedure: β-Naphthol and Z-Gly.OH were treated in the same manner as in Example 78 to obtain N-benzyloxycarbonyl glycine β-naphthyl ester (hereinafter represented by ##STR10## in a yield of 72%.